From a dataset of the Open Reaction Database (ORD), a public repository of structured organic reaction records. describe an organic reaction: reactants, conditions, products, and yield The reactants are [Cl-], O=S(=O)(O)c1ccc(Cl)cc1, COc1ccc(-n2c(-c3ccccc3)nc3cc(N)ccc32)cc1. Product: COc1ccc(-n2c(-c3ccccc3)nc3cc(NS(=O)(=O)c4ccc(Cl)cc4)ccc32)cc1. As a reaction SMILES: [Cl-:25].[Cl:26][c:27]1[cH:28][cH:29][c:30]([S:33](=[O:34])(=[O:35])[OH:36])[cH:31][cH:32]1.[NH2:1][c:2]1[cH:3][c:4]2[c:5]([n:6](-[c:15]3[cH:16][cH:17][c:18]([O:21][CH3:22])[cH:19][cH:20]3)[c:7](-[c:9]3[cH:10][cH:11][cH:12][cH:13][cH:14]3)[n:8]2)[cH:23][cH:24]1>>[NH:1]([c:2]1[cH:3][c:4]2[c:5]([n:6](-[c:15]3[cH:16][cH:17][c:18]([O:21][CH3:22])[cH:19][cH:20]3)[c:7](-[c:9]3[cH:10][cH:11][cH:12][cH:13][cH:14]3)[n:8]2)[cH:23][cH:24]1)[S:33]([c:30]1[cH:29][cH:28][c:27]([Cl:26])[cH:32][cH:31]1)(=[O:34])=[O:35]. Starting materials: C(O)([O-])=O.[Na+] (sodium hydrogen carbonate), [H-].[Na+] (Sodium hydride), CC(C)C1NC(N(C1)C=1C=NC(=CC1)C(F)(F)F)=O (4-(propan-2-yl)-1-[6-(trifluoromethyl)pyridin-3-yl]imidazolidin-2-one), ClCC(=O)NC1=CC(=CC=C1)C(F)(F)F (2-chloro-N-[3-(trifluoromethyl)phenyl]acetamide). Solvent: O (Water), CN(C)C=O (DMF). Conditions: time 15 minute. Product: O=C1N(C(CN1C=1C=NC(=CC1)C(F)(F)F)C(C)C)CC(=O)NC1=CC(=CC=C1)C(F)(F)F (2-{2-Oxo-5-(propan-2-yl)-3-[6-(trifluoromethyl)pyridin-3-yl]imidazolidin-1-yl}-N-[3-(trifluoromethyl)phenyl]acetamide). Isolated yield 91.0%. As a reaction SMILES: [H-].[Na+].[CH3:3][CH:4]([CH:6]1[CH2:10][N:9]([C:11]2[CH:12]=[N:13][C:14]([C:17]([F:20])([F:19])[F:18])=[CH:15][CH:16]=2)[C:8](=[O:21])[NH:7]1)[CH3:5].Cl[CH2:23][C:24]([NH:26][C:27]1[CH:32]=[CH:31][CH:30]=[C:29]([C:33]([F:36])([F:35])[F:34])[CH:28]=1)=[O:25].C(=O)([O-])O.[Na+]>CN(C=O)C.O>[O:21]=[C:8]1[N:9]([C:11]2[CH:12]=[N:13][C:14]([C:17]([F:19])([F:18])[F:20])=[CH:15][CH:16]=2)[CH2:10][CH:6]([CH:4]([CH3:3])[CH3:5])[N:7]1[CH2:23][C:24]([NH:26][C:27]1[CH:32]=[CH:31][CH:30]=[C:29]([C:33]([F:34])([F:35])[F:36])[CH:28]=1)=[O:25] |f:0.1,4.5|. Procedure details: Sodium hydride (60%, 22 mg) was added to a solution of 4-(propan-2-yl)-1-[6-(trifluoromethyl)pyridin-3-yl]imidazolidin-2-one (50 mg) in DMF (1.5 mL), and the mixture was stirred at room temperature for 15 min. After 2-chloro-N-[3-(trifluoromethyl)phenyl]acetamide (52 mg) was added thereto, the resulting mixture was stirred at room temperature for 21 hr. Water and saturated aqueous sodium hydrogen carbonate solution were added to the reaction mixture, followed by extraction with chloroform. The o... Starting materials: CC(C)(CCC(C)(Cl)C)Cl (2,5-dimethyl-2,5-dichlorohexane), S1C=CC=C1 (thiophene), ice water. The reagents and catalysts are [Ti](Cl)(Cl)(Cl)Cl (titanium tetrachloride). Solvent: CCCCCC (hexane). Conditions: temperature 40 celsius. Product: CC1(CCC(C=2SC=CC21)(C)C)C (4,5,6,7-tetrahydro-4,4,7,7-tetramethylbenzo[b]thiophene). RXN SMILES: [CH3:1][C:2](Cl)([CH2:4][CH2:5][C:6]([CH3:9])(Cl)[CH3:7])[CH3:3].[S:11]1[CH:15]=[CH:14][CH:13]=[CH:12]1>CCCCCC.[Ti](Cl)(Cl)(Cl)Cl>[CH3:1][C:2]1([CH3:3])[C:13]2[CH:14]=[CH:15][S:11][C:12]=2[C:6]([CH3:9])([CH3:7])[CH2:5][CH2:4]1. Reported procedure: 90 g of 2,5-dimethyl-2,5-dichlorohexane and 195 ml of thiophene are dissolved in 400 ml of hexane. 54 ml of titanium tetrachloride are slowly added dropwise thereto while cooling with ice, the mixture is warmed to 40° C. for 1.5 hours, again cooled with ice and the dark red mixture is treated cautiously with ice-water. The mixture is extracted three times with ether, the organic phase is washed with saturated sodium bicarbonate solution, dried and evaporated. The thus-obtained black oil is firsl... Starting materials: ClC=1C(=CC=2N(N1)C(NN2)=O)C2=CC=C(C=C2)Cl (6-chloro-7-(4-chlorophenyl)-[1,2,4]triazolo[4,3-b]pyridazin-3(2H)-one), ClCC=1C=CC(=NC1)C(F)(F)F (5-chloromethyl-2-(trifluoromethyl)pyridine), C(=O)([O-])[O-].[K+].[K+] (K2CO3). Run in CN(C)C=O (DMF), O (water). Conditions: temperature 70 celsius, time 20 minute. The product is ClC=1C(=CC=2N(N1)C(N(N2)CC=2C=NC(=CC2)C(F)(F)F)=O)C2=CC=C(C=C2)Cl (6-chloro-7-(4-chlorophenyl)-2-((6-(trifluoromethyl)pyridin-3-yl)methyl)-[1,2,4]triazolo[4,3-b]pyridazin-3(2H)-one). Yield: 83.3%. Reaction SMILES: [Cl:1][C:2]1[C:3]([C:12]2[CH:17]=[CH:16][C:15]([Cl:18])=[CH:14][CH:13]=2)=[CH:4][C:5]2[N:6]([C:8](=[O:11])[NH:9][N:10]=2)[N:7]=1.Cl[CH2:20][C:21]1[CH:22]=[CH:23][C:24]([C:27]([F:30])([F:29])[F:28])=[N:25][CH:26]=1.C([O-])([O-])=O.[K+].[K+]>CN(C=O)C.O>[Cl:1][C:2]1[C:3]([C:12]2[CH:17]=[CH:16][C:15]([Cl:18])=[CH:14][CH:13]=2)=[CH:4][C:5]2[N:6]([C:8](=[O:11])[N:9]([CH2:20][C:21]3[CH:26]=[N:25][C:24]([C:27]([F:30])([F:28])[F:29])=[CH:23][CH:22]=3)[N:10]=2)[N:7]=1 |f:2.3.4|. Reported procedure: A suspension of 6-chloro-7-(4-chlorophenyl)-[1,2,4]triazolo[4,3-b]pyridazin-3(2H)-one (843 mg, 3 mmol), 5-chloromethyl-2-(trifluoromethyl)pyridine (704 mg, 3.6 mmol) and solid K2CO3 (830 mg, 6 mmol) in anhydrous DMF (10 mL) was stirred at 70° C. for 20 min. Analysis by HPLC/MS indicated the reaction was complete. After cooling to room temperature, the reaction was diluted with water and extracted with EtOAc (40 mL×3). The combined EtOAc extracts were washed with saturated aqueous NaCl, dried (Na... Starting materials: COC(=O)c1cccc(C2(C#N)CC2)c1Cl, [Li+], C1CCOC1, [OH-], O. Product: N#CC1(c2cccc(C(=O)O)c2Cl)CC1. As a reaction SMILES: [Cl:1][c:2]1[c:3]([C:4](=[O:5])[O:6][CH3:7])[cH:8][cH:9][cH:10][c:11]1[C:12]1([C:15]#[N:16])[CH2:13][CH2:14]1.[Li+:19].[O:20]1[CH2:21][CH2:22][CH2:23][CH2:24]1.[OH-:18].[OH2:17]>>[Cl:1][c:2]1[c:3]([C:4](=[O:5])[OH:6])[cH:8][cH:9][cH:10][c:11]1[C:12]1([C:15]#[N:16])[CH2:13][CH2:14]1. RXN SMILES: [N:1]1[CH:6]=[CH:5][CH:4]=[N:3][C:2]=1[C:7]([O-:9])=O.[Na+].Cl.N1C=CN=C1.C(=O)=O.Cl.[CH3:21][NH:22][O:23][CH3:24].Cl>C(#N)C.ClCCl.O>[CH3:24][O:23][N:22]([CH3:21])[C:7]([C:2]1[N:1]=[CH:6][CH:5]=[CH:4][N:3]=1)=[O:9] |f:0.1,2.3,5.6|. Procedure: Sodium pyrimidine-2-carboxylate (4.00 g, 27.4 mmol), imidazole hydrochloride (3.15 g, 30.1 mmol), and 1-carbonyldiimidazole (5.26 g, 31.5 mmol) was slurried in acetonitrile (30 mL) at room temperature under an N2 atmosphere. The mixture was then warmed to 52° C. over 30 minutes. Evolution of carbon dioxide was seen when the reaction mixture reached approximately 50° C. The mixture was then stirred at 52° C. for approximately 2 hours. The reaction was cooled to room temperature, then N,O-dimethyl... Yields the product CON(C(=O)C1=NC=CC=N1)C (N-Methoxy-N-methylpyrimidine-2-carboxamide). The reactants are N1=C(N=CC=C1)C(=O)[O-].[Na+] (Sodium pyrimidine-2-carboxylate), Cl.CNOC (N,O-dimethylhydroxylamine hydrochloride), C(=O)=O (carbon dioxide), Cl.N1C=NC=C1 (imidazole hydrochloride), 1-carbonyldiimidazole, Cl (hydrochloric acid). Run at temperature 52 celsius, time 2 hour. Run in ClCCl (dichloromethane), O (water), C(C)#N (acetonitrile). Reactants: NCC(=O)O (Glycine), C1(=CC=C(C=C1)C(=O)Cl)C1=CC=CC=C1 (4-biphenylcarbonyl chloride), [OH-].[Na+] (NaOH), CCOCC (ether). Run in C1CCOC1 (THF). The product is C1(=CC=CC=C1)C1=CC=C(C(=O)NCC(=O)O)C=C1 (2-[(4-Phenylbenzoyl)amino]acetic acid). As a reaction SMILES: [NH2:1][CH2:2][C:3]([OH:5])=[O:4].[C:6]1([C:15]2[CH:20]=[CH:19][CH:18]=[CH:17][CH:16]=2)[CH:11]=[CH:10][C:9]([C:12](Cl)=[O:13])=[CH:8][CH:7]=1.[OH-].[Na+].CCOCC>C1COCC1>[C:15]1([C:6]2[CH:7]=[CH:8][C:9]([C:12]([NH:1][CH2:2][C:3]([OH:5])=[O:4])=[O:13])=[CH:10][CH:11]=2)[CH:16]=[CH:17][CH:18]=[CH:19][CH:20]=1 |f:2.3|. Procedure details: Glycine (5 mmol) was reacted with 4-biphenylcarbonyl chloride (about 5 mmol) in the presence of 1N NaOH solution (10 ml), ether (21 ml) and THF (2 ml) using the procedure described in Example 5. Most of the product precipitated as a solid on acidification of the aqueous layer during the work up. This was found to be quite insoluble in CHCl3 and EtOAc. It was largely dissolved in CH3CN (~35 ml) and filtered to remove insoluble material. Crystalline acid (0.81 g, 63%) was deposited on cooling, m.p...